describe an organic reaction: reactants, conditions, products, and yield From a dataset of the Open Reaction Database (ORD), a public repository of structured organic reaction records. The product is C1(=CC=CC=C1)C=1N=C(N(C1C1=CC=CC=C1)C(C1=CC=CC=C1)(C1=CC=CC=C1)C1=CC=CC=C1)N(C1=CC=C(C#N)C=C1)CC1=C(C(=CC(=C1)OCC)OC(C)C)F (4-((4,5-diphenyl-1-trityl-1H-imidazol-2-yl)(5-ethoxy-2-fluoro-3-isopropoxyphenyl)methylamino)benzonitrile). The solvent is C1CCOC1 (THF), C1CCOC1 (THF). Yield: 56.3%. Reaction conditions: temperature 0 celsius, time 20 minute. Procedure: To a solution of Intermediate 19.1 (100 mg, 0.216 mmol) in 3 mL THF at 0° C., was added BuLi (1.4 M in THF, 170 μL, 0.238 mmol). The mixture was stirred at 0° C. for 20 min, then a solution of Intermediate 7.3 (70.5 mg, 0.216 mmol) in 0.5 mL THF was added dropwise. The mixture was stirred at rt for 30 min, then was quenched with sat. NH4Cl. The mixture was diluted with EtOAc, washed with H2O and brine, dried (Na2SO4) and concentrated. The crude product was purified by flash chromatography (0 to ... The reactants are C1(=CC=CC=C1)C=1N=CN(C1C1=CC=CC=C1)C(C1=CC=CC=C1)(C1=CC=CC=C1)C1=CC=CC=C1 (4,5-diphenyl-1-trityl-1H-imidazole), [Li]CCCC (BuLi), C(C)OC=1C=C(C(=C(\C=N\C2=CC=C(C#N)C=C2)C1)F)OC(C)C ((E)-4-(5-ethoxy-2-fluoro-3-isopropoxybenzylideneamino)benzonitrile). RXN SMILES: [C:1]1([C:7]2[N:8]=[CH:9][N:10]([C:18]([C:31]3[CH:36]=[CH:35][CH:34]=[CH:33][CH:32]=3)([C:25]3[CH:30]=[CH:29][CH:28]=[CH:27][CH:26]=3)[C:19]3[CH:24]=[CH:23][CH:22]=[CH:21][CH:20]=3)[C:11]=2[C:12]2[CH:17]=[CH:16][CH:15]=[CH:14][CH:13]=2)[CH:6]=[CH:5][CH:4]=[CH:3][CH:2]=1.[Li]CCCC.[CH2:42]([O:44][C:45]1[CH:46]=[C:47]([O:62][CH:63]([CH3:65])[CH3:64])[C:48]([F:61])=[C:49]([CH:60]=1)/[CH:50]=[N:51]/[C:52]1[CH:59]=[CH:58][C:55]([C:56]#[N:57])=[CH:54][CH:53]=1)[CH3:43]>C1COCC1>[C:1]1([C:7]2[N:8]=[C:9]([N:51]([CH2:50][C:49]3[CH:60]=[C:45]([O:44][CH2:42][CH3:43])[CH:46]=[C:47]([O:62][CH:63]([CH3:65])[CH3:64])[C:48]=3[F:61])[C:52]3[CH:59]=[CH:58][C:55]([C:56]#[N:57])=[CH:54][CH:53]=3)[N:10]([C:18]([C:31]3[CH:32]=[CH:33][CH:34]=[CH:35][CH:36]=3)([C:25]3[CH:26]=[CH:27][CH:28]=[CH:29][CH:30]=3)[C:19]3[CH:20]=[CH:21][CH:22]=[CH:23][CH:24]=3)[C:11]=2[C:12]2[CH:17]=[CH:16][CH:15]=[CH:14][CH:13]=2)[CH:6]=[CH:5][CH:4]=[CH:3][CH:2]=1. Starting materials: Brc1ccc2c(cnn2C2CCCCO2)c1, CC(C)(C)[O-], CC(C)(C)OC(=O)N1CCCC(N)C1, [Na+], O=C(C=Cc1ccccc1)C=Cc1ccccc1, O=C(C=Cc1ccccc1)C=Cc1ccccc1, O=C(C=Cc1ccccc1)C=Cc1ccccc1, [Pd], [Pd], c1ccc(P(c2ccccc2)c2ccc3ccccc3c2-c2c(P(c3ccccc3)c3ccccc3)ccc3ccccc23)cc1. Product: CC(C)(C)OC(=O)N1CCCC(Nc2ccc3c(cnn3C3CCCCO3)c2)C1. Reaction SMILES: [Br:1][c:2]1[cH:3][c:4]2[cH:5][n:6][n:7]([CH:11]3[O:12][CH2:13][CH2:14][CH2:15][CH2:16]3)[c:8]2[cH:9][cH:10]1.[CH3:77][C:78]([CH3:79])([O-:80])[CH3:81].[NH2:17][CH:18]1[CH2:19][N:20]([C:24](=[O:25])[O:26][C:27]([CH3:28])([CH3:29])[CH3:30])[CH2:21][CH2:22][CH2:23]1.[Na+:82].[O:103]=[C:104]([CH:105]=[CH:106][c:107]1[cH:108][cH:109][cH:110][cH:111][cH:112]1)[CH:113]=[CH:114][c:115]1[cH:116][cH:117][cH:118][cH:119][cH:120]1.[O:121]=[C:122]([CH:123]=[CH:124][c:125]1[cH:126][cH:127][cH:128][cH:129][cH:130]1)[CH:131]=[CH:132][c:133]1[cH:134][cH:135][cH:136][cH:137][cH:138]1.[O:85]=[C:86]([CH:87]=[CH:88][c:89]1[cH:90][cH:91][cH:92][cH:93][cH:94]1)[CH:95]=[CH:96][c:97]1[cH:98][cH:99][cH:100][cH:101][cH:102]1.[Pd:83].[Pd:84].[cH:31]1[cH:32][cH:33][c:34]([P:35]([c:36]2[cH:37][cH:38][c:39]3[c:40]([cH:41][cH:42][cH:43][cH:44]3)[c:45]2-[c:46]2[c:47]3[c:48]([cH:49][cH:50][cH:51][cH:52]3)[cH:53][cH:54][c:55]2[P:56]([c:57]2[cH:58][cH:59][cH:60][cH:61][cH:62]2)[c:63]2[cH:64][cH:65][cH:66][cH:67][cH:68]2)[c:69]2[cH:70][cH:71][cH:72][cH:73][cH:74]2)[cH:75][cH:76]1>>[c:2]1([NH:17][CH:18]2[CH2:19][N:20]([C:24](=[O:25])[O:26][C:27]([CH3:28])([CH3:29])[CH3:30])[CH2:21][CH2:22][CH2:23]2)[cH:3][c:4]2[cH:5][n:6][n:7]([CH:11]3[O:12][CH2:13][CH2:14][CH2:15][CH2:16]3)[c:8]2[cH:9][cH:10]1. Starting materials: COC1=CC=C(CN2C(C3=C(CC2)C=C(S3)C3CC(NS3(=O)=O)=O)CNC(=O)C=3NC2=CC=C(C=C2C3)F)C=C1 (5-Fluoro-1H-indole-2-carboxylic acid [6-(4-methoxy-benzyl)-2-(1,1,3-trioxo-1λ6-isothiazolidin-5-yl)-4,5,6,7-tetrahydro-thieno[2,3-c]pyridin-7-ylmethyl]-amide), C(C)(C)[SiH](C(C)C)C(C)C (triisopropylsilane), FC(C(=O)O)(F)F (trifluoroacetic acid). Solvent: C1(=CC=CC=C1)C (toluene). The product is FC(C(=O)O)(F)F.O=S1(NC(CC1C1=CC2=C(C(NCC2)CNC(=O)C=2NC3=CC=C(C=C3C2)F)S1)=O)=O (5-Fluoro-1H-indole-2-carboxylic acid [2-(1,1,3-trioxo-1λ6-isothiazolidin-5-yl)-4,5,6,7-tetrahydro-thieno[2,3-c]pyridin-7-ylmethyl]-amide trifluoroacetate). Isolated yield 18.0%. As a reaction SMILES: COC1C=CC(C[N:8]2[CH2:13][CH2:12][C:11]3[CH:14]=[C:15]([CH:17]4[S:21](=[O:23])(=[O:22])[NH:20][C:19](=[O:24])[CH2:18]4)[S:16][C:10]=3[CH:9]2[CH2:25][NH:26][C:27]([C:29]2[NH:30][C:31]3[C:36]([CH:37]=2)=[CH:35][C:34]([F:38])=[CH:33][CH:32]=3)=[O:28])=CC=1.C([SiH](C(C)C)C(C)C)(C)C.[F:51][C:52]([F:57])([F:56])[C:53]([OH:55])=[O:54]>C1(C)C=CC=CC=1>[F:51][C:52]([F:57])([F:56])[C:53]([OH:55])=[O:54].[O:23]=[S:21]1(=[O:22])[CH:17]([C:15]2[S:16][C:10]3[CH:9]([CH2:25][NH:26][C:27]([C:29]4[NH:30][C:31]5[C:36]([CH:37]=4)=[CH:35][C:34]([F:38])=[CH:33][CH:32]=5)=[O:28])[NH:8][CH2:13][CH2:12][C:11]=3[CH:14]=2)[CH2:18][C:19](=[O:24])[NH:20]1 |f:4.5|. Procedure: A solution of 411-G of Example 4.11 (11 mg, 13 μmol) and triisopropylsilane (250 mL, 1.2 mmol) in trifluoroacetic acid (1.3 mL) was heated in a microwave at 170° C. for four minutes. The reaction mixture was diluted with toluene (5 mL) and evaporated. This was repeated until a residue appeared which was purified by preparative LCMS to yield the desired product (1.6 mg, 18%). 1H NMR (500 MHz, CD3OD): δ 7.46 (dd, J=8.8, 4.4 Hz, 1H), 7.32 (dd, J=9.3, 2.0 Hz, 1H), 7.19 (s, 1H), 7.14 (s, 1H), 7.08–7.... The reactants are S=C(Cl)Cl, CC(C)(C)C(=O)NCc1ccc(Cl)c(N)c1Cl, C1COCCO1, O. The product is CC(C)(C)C(=O)NCc1ccc(Cl)c(N=C=S)c1Cl. RXN SMILES: [Cl:18][C:19]([Cl:20])=[S:21].[NH2:1][c:2]1[c:3]([Cl:17])[c:4]([CH2:5][NH:6][C:7]([C:8]([CH3:9])([CH3:10])[CH3:11])=[O:12])[cH:13][cH:14][c:15]1[Cl:16].[O:22]1[CH2:23][CH2:24][O:25][CH2:26][CH2:27]1.[OH2:28]>>[N:1]([c:2]1[c:3]([Cl:17])[c:4]([CH2:5][NH:6][C:7]([C:8]([CH3:9])([CH3:10])[CH3:11])=[O:12])[cH:13][cH:14][c:15]1[Cl:16])=[C:19]=[S:21].